This data is from the Open Reaction Database (ORD), a public repository of structured organic reaction records. The task is: describe an organic reaction: reactants, conditions, products, and yield Starting materials: C(C)OC(=O)C1=C(NC(C=C1C(C)C)=O)C(C)C (2,4-diisopropyl-6-oxo-1,6-dihydropyridine-3-carboxylic acid ethylester), O=P(Cl)(Cl)Cl (POCl3). Yields the product C(C)OC(=O)C=1C(=NC(=CC1C(C)C)Cl)C(C)C (6-chloro-2,4-diisopropyl-pyridine-3-carboxylic acid ethylester). Yield: 85.0%. As a reaction SMILES: [CH2:1]([O:3][C:4]([C:6]1[C:11]([CH:12]([CH3:14])[CH3:13])=[CH:10][C:9](=O)[NH:8][C:7]=1[CH:16]([CH3:18])[CH3:17])=[O:5])[CH3:2].O=P(Cl)(Cl)[Cl:21]>>[CH2:1]([O:3][C:4]([C:6]1[C:7]([CH:16]([CH3:18])[CH3:17])=[N:8][C:9]([Cl:21])=[CH:10][C:11]=1[CH:12]([CH3:14])[CH3:13])=[O:5])[CH3:2]. Procedure details: A solution of 2.2 g (8.76 mmol) 2,4-diisopropyl-6-oxo-1,6-dihydropyridine-3-carboxylic acid ethylester in POCl3 (43.8 ml) was stirred at 120° C. for 2 h. Then excess POCl3 was evaporated. The residue was dissolved in EtOAc (60 ml) and the solution was washed with a sat. NaHCO3 sol, water and brine. The organic layer was dried over Na2SO4 and concentrated in vacuo. Purification of this residue by CC (hexane/EtOAc 97:3) provided 2.0 g (7.43 mmol, 85%) 6-chloro-2,4-diisopropyl-pyridine-3-carboxylic... Starting materials: NC=1C=NC2=CC=CC=C2C1N (3,4-Diaminoquinoline), Cl.ClC(=O)CC12CCCN2CCC1 (5-chlorocarbonylmethyl-1-azabicyclo[3.3.0]octane hydrochloride). The product is NC1=C(C=NC2=CC=CC=C12)NC(=O)CC12CCCN2CCC1 (4-Amino-3-(1-azabicyclo[3.3.0]octan-5-yl)methylcarbonylaminoquinoline). The yield is 53.0%. RXN SMILES: [NH2:1][C:2]1[CH:3]=[N:4][C:5]2[C:10]([C:11]=1[NH2:12])=[CH:9][CH:8]=[CH:7][CH:6]=2.Cl.Cl[C:15]([CH2:17][C:18]12[CH2:25][CH2:24][CH2:23][N:22]1[CH2:21][CH2:20][CH2:19]2)=[O:16]>>[NH2:12][C:11]1[C:10]2[C:5](=[CH:6][CH:7]=[CH:8][CH:9]=2)[N:4]=[CH:3][C:2]=1[NH:1][C:15]([CH2:17][C:18]12[CH2:19][CH2:20][CH2:21][N:22]1[CH2:23][CH2:24][CH2:25]2)=[O:16] |f:1.2|. Procedure: 3,4-Diaminoquinoline and 5-chlorocarbonylmethyl-1-azabicyclo[3.3.0]octane hydrochloride were reacted in the same manner as in Example 3 to obtain the titled compound in a yield of 53.0%. Starting materials: BrC1=CC(=C(C(=C1)[N+](=O)[O-])N)C (4-Bromo-2-methyl-6-nitro-phenylamine), C(C)(C)(C)CC(=O)Cl (tert-butylacetyl chloride), O (Water). Run in C(C)#N (acetonitrile). Run at temperature 140 celsius. Product: BrC1=CC(=C(C(=C1)[N+](=O)[O-])NC(CC(C)(C)C)=O)C (N-(4-Bromo-2-methyl-6-nitro-phenyl)-3,3-dimethyl-butyramide). Isolated yield 88.5%. RXN SMILES: [Br:1][C:2]1[CH:7]=[C:6]([N+:8]([O-:10])=[O:9])[C:5]([NH2:11])=[C:4]([CH3:12])[CH:3]=1.[C:13]([CH2:17][C:18](Cl)=[O:19])([CH3:16])([CH3:15])[CH3:14].O>C(#N)C>[Br:1][C:2]1[CH:7]=[C:6]([N+:8]([O-:10])=[O:9])[C:5]([NH:11][C:18](=[O:19])[CH2:17][C:13]([CH3:16])([CH3:15])[CH3:14])=[C:4]([CH3:12])[CH:3]=1. Procedure details: 4-Bromo-2-methyl-6-nitro-phenylamine (2.22 g) and tert-butylacetyl chloride (1.30 g) were mixed in acetonitrile (3 mL) and heated to 140° C. for 40 minutes in a sealed microwave process vial. Water (5 mL) was added and the product was collected by filtration and washed with water and heptane to furnish 2.80 g (86% yield) of the title compound as a yellow solid. LC-MS (m/z) 329 (MH+); tR=3.07, (UV, ELSD) 96%, 99%. 1H NMR (500 MHz, DMSO-d6): 1.01 (s, 9H), 2.21 (s, 2H), 2.29 (s, 3H), 7.87 (d, 1H), ... RXN SMILES: [Br:18][CH2:19][CH2:20][CH2:21][N:22]1[C:23](=[O:32])[c:24]2[c:25]([cH:28][cH:29][cH:30][cH:31]2)[C:26]1=[O:27].[CH3:34][N:35]([CH3:36])[CH:37]=[O:38].[H-:16].[Na+:17].[OH2:33].[OH:1][c:2]1[cH:3][c:4]([CH2:5][N:6]2[C:7](=[O:12])[CH2:8][CH2:9][CH2:10][CH2:11]2)[cH:13][cH:14][cH:15]1>>[O:1]([c:2]1[cH:3][c:4]([CH2:5][N:6]2[C:7](=[O:12])[CH2:8][CH2:9][CH2:10][CH2:11]2)[cH:13][cH:14][cH:15]1)[CH2:19][CH2:20][CH2:21][N:22]1[C:23](=[O:32])[c:24]2[c:25]([cH:28][cH:29][cH:30][cH:31]2)[C:26]1=[O:27]. Reactants: O=C1c2ccccc2C(=O)N1CCCBr, CN(C)C=O, [H-], [Na+], O, O=C1CCCCN1Cc1cccc(O)c1. The product is O=C1CCCCN1Cc1cccc(OCCCN2C(=O)c3ccccc3C2=O)c1. The reactants are C(#N)C1=C(N(C(N([C@@H]1C1=C(C=C(C=C1)C#N)S(=O)(=O)C)C(=O)OC1=CC=C(C=C1)[N+](=O)[O-])=O)C1=CC(=CC=C1)C(F)(F)F)C (4-nitrophenyl (6S)-5-cyano-6-[4-cyano-2-(methylsulfonyl)phenyl]-4-methyl-2-oxo-3-[3-(trifluoromethyl)phenyl]-3,6-dihydropyrimidine-1(2H)-carboxylate), NCCO (2-aminoethanol). Reported procedure: According to the General Procedure 1, 4-nitrophenyl (6S)-5-cyano-6-[4-cyano-2-(methylsulfonyl)phenyl]-4-methyl-2-oxo-3-[3-(trifluoromethyl)phenyl]-3,6-dihydropyrimidine-1(2H)-carboxylate (80.0 mg, 0.128 mmol; Example 6A) was reacted with 2-aminoethanol (23.4 mg, 0.384 mmol) in acetonitrile (1 ml) to give the target compound (27 mg, 39% of theory). Yields the product C(#N)C1=C(N(C(N([C@@H]1C1=C(C=C(C=C1)C#N)S(=O)(=O)C)C(=O)NCCO)=O)C1=CC(=CC=C1)C(F)(F)F)C ((6S)-5-Cyano-6-[4-cyano-2-(methylsulfonyl)phenyl]-N-(2-hydroxyethyl)-4-methyl-2-oxo-3-[3-(trifluoromethyl)phenyl]-3,6-dihydropyrimidine-1(2H)-carboxamide). Reaction SMILES: [C:1]([C:3]1[C@@H:8]([C:9]2[CH:14]=[CH:13][C:12]([C:15]#[N:16])=[CH:11][C:10]=2[S:17]([CH3:20])(=[O:19])=[O:18])[N:7]([C:21](OC2C=CC([N+]([O-])=O)=CC=2)=[O:22])[C:6](=[O:33])[N:5]([C:34]2[CH:39]=[CH:38][CH:37]=[C:36]([C:40]([F:43])([F:42])[F:41])[CH:35]=2)[C:4]=1[CH3:44])#[N:2].[NH2:45][CH2:46][CH2:47][OH:48]>C(#N)C>[C:1]([C:3]1[C@@H:8]([C:9]2[CH:14]=[CH:13][C:12]([C:15]#[N:16])=[CH:11][C:10]=2[S:17]([CH3:20])(=[O:19])=[O:18])[N:7]([C:21]([NH:45][CH2:46][CH2:47][OH:48])=[O:22])[C:6](=[O:33])[N:5]([C:34]2[CH:39]=[CH:38][CH:37]=[C:36]([C:40]([F:42])([F:43])[F:41])[CH:35]=2)[C:4]=1[CH3:44])#[N:2]. Run in C(C)#N (acetonitrile). Reactants: C(C1=CC=CC=C1)OCN1C=NC(=C1)C(C(C)C)(O)C1=CC2=CC(=C(C=C2C=C1)OC)OC (1-(1-benzyloxymethyl-1H-imidazol-4-yl)-1-(6,7-dimethoxy-2-naphthyl)-2-methyl-1-propanol), C(C)(=O)O (Acetic acid). The reagents and catalysts are [Pd] (Pd—C). Run in CO (methanol). Conditions: temperature 40 celsius, time 9 hour. Product: COC=1C=C2C=CC(=CC2=CC1OC)[C@](C(C)C)(O)C=1N=CNC1 ((S)-(−)-1-(6,7-Dimethoxy-2-naphthyl)-1-(1H-imidazol-4-yl)-2-methyl-1-propanol). Yield: 76.3%. RXN SMILES: C(OC[N:10]1[CH:14]=[C:13]([C:15]([C:20]2[CH:29]=[CH:28][C:27]3[C:22](=[CH:23][C:24]([O:32][CH3:33])=[C:25]([O:30][CH3:31])[CH:26]=3)[CH:21]=2)([OH:19])[CH:16]([CH3:18])[CH3:17])[N:12]=[CH:11]1)C1C=CC=CC=1.C(O)(=O)C>CO.[Pd]>[CH3:31][O:30][C:25]1[CH:26]=[C:27]2[C:22](=[CH:23][C:24]=1[O:32][CH3:33])[CH:21]=[C:20]([C@@:15]([C:13]1[N:12]=[CH:11][NH:10][CH:14]=1)([OH:19])[CH:16]([CH3:18])[CH3:17])[CH:29]=[CH:28]2. Reported procedure: 1-(1-benzyloxymethyl-1H-imidazol-4-yl)-1-(6,7-dimethoxy-2-naphthyl)-2-methyl-1-propanol (20 g) was dissolved in warm methanol (1 L). Acetic acid (10.24 mL) and 10% Pd—C (50% wet; 20 g) were added and the mixture was stirred vigorously at 40° C. for 9 h under hydrogen atmosphere at 4 atmospheric pressure. The catalyst was filtered off and the filtrate was concentrated in vacuo. The residue was dissolved in ethyl acetate (600 mL), washed with sodium bicarbonate solution and 1M sodium bisulfite sol... Reaction SMILES: [CH3:29][CH2:30][O:31][C:32](=[O:33])[CH3:34].[CH3:2][C:3]([CH2:4][CH2:5][OH:6])([CH3:7])[OH:8].[ClH:1].[F:9][C:10]([c:11]1[cH:12][cH:13][c:14]([S:17](=[O:18])(=[O:19])[Cl:20])[cH:15][cH:16]1)([F:21])[F:22].[cH:23]1[cH:24][cH:25][n:26][cH:27][cH:28]1>>[CH3:2][C:3]([CH2:4][CH2:5][O:6][S:17]([c:14]1[cH:13][cH:12][c:11]([C:10]([F:9])([F:21])[F:22])[cH:16][cH:15]1)(=[O:18])=[O:19])([CH3:7])[OH:8]. The reactants are CCOC(C)=O, CC(C)(O)CCO, Cl, O=S(=O)(Cl)c1ccc(C(F)(F)F)cc1, c1ccncc1. Product: CC(C)(O)CCOS(=O)(=O)c1ccc(C(F)(F)F)cc1. Reactants: C(CCC)[Li] (n-Butyl lithium), COCCN(CC#C)CCOC (bis-(2-methoxy-ethyl)-prop-2-ynyl-amine), O (water), C(=O)=O (carbon dioxide). The solvent is CCCCCC (hexane), O1CCCC1 (tetrahydrofuran), CO (methanol). Run at temperature -78 celsius, time 1 hour. The product is COCCN(CC#CC(=O)O)CCOC (4-[bis-(2-methoxyethyl)-amino]-but-2-ynoic acid). RXN SMILES: C([Li])CCC.[CH3:6][O:7][CH2:8][CH2:9][N:10]([CH2:14][CH2:15][O:16][CH3:17])[CH2:11][C:12]#[CH:13].[C:18](=[O:20])=[O:19].O>CCCCCC.O1CCCC1.CO>[CH3:6][O:7][CH2:8][CH2:9][N:10]([CH2:14][CH2:15][O:16][CH3:17])[CH2:11][C:12]#[C:13][C:18]([OH:20])=[O:19]. Procedure details: n-Butyl lithium in hexane (42 mL, 2.5 M in n-hexane) was slowly added to bis-(2-methoxy-ethyl)-prop-2-ynyl-amine (18 g, 105 mmol) in 80 mL of tetrahydrofuran under nitrogen. The mixture was stirred for 1 h at −78° C., then dry carbon dioxide was passed through the reaction overnight. The resulting solution was poured into water and washed with ethyl acetate. The aqueous layer was evaporated under reduced pressure to give the crude acid. The dry acid was dissolved in methanol, and the insoluble s... Reactants: COC(=O)c1cc(Cl)nc(Cl)c1, O, OO, O=C(O)C(F)(F)F. Yields the product COC(=O)c1cc(Cl)[n+]([O-])c(Cl)c1. Reaction SMILES: [Cl:1][c:2]1[cH:3][c:4]([C:5](=[O:6])[O:7][CH3:8])[cH:9][c:10]([Cl:12])[n:11]1.[OH2:15].[OH:13][OH:14].[OH:16][C:17]([C:18]([F:19])([F:20])[F:21])=[O:22]>>[Cl:1][c:2]1[cH:3][c:4]([C:5](=[O:6])[O:7][CH3:8])[cH:9][c:10]([Cl:12])[n+:11]1[O-:13]. Starting materials: BrC=1C=C(C=2C(=CN(C2C1)C(C)CC)C)C(=O)NCC=1C(NC(=CC1C)C)=O (6-bromo-1-(sec-butyl)-N-((4,6-dimethyl-2-oxo-1,2-dihydropyridin-3-yl)methyl)-3-methyl-1H-indole-4-carboxamide), Thiol-3, O1CCOCC1 (1,4-Dioxane), CC1(OB(OC1(C)C)C=1C=CC(=NC1)N1CCNCC1)C (1-(5-(4,4,5,5-tetramethyl-1,3,2-dioxaborolan-2-yl)pyridin-2-yl)piperazine), P(=O)([O-])([O-])[O-].[K+].[K+].[K+] (potassium phosphate). The reagents and catalysts are C1=CC=C(C=C1)P([C-]2C=CC=C2)C3=CC=CC=C3.C1=CC=C(C=C1)P([C-]2C=CC=C2)C3=CC=CC=C3.Cl[Pd]Cl.[Fe+2].C(Cl)Cl (PdCl2(dppf) CH2Cl2). The solvent is O (water), CCOC(=O)C (EtOAc). Conditions: time 10 minute. Product: C(C)(CC)N1C=C(C=2C(=CC(=CC12)C=1C=NC(=CC1)N1CCNCC1)C(=O)NCC=1C(NC(=CC1C)C)=O)C (1-(sec-butyl)-N-((4,6-dimethyl-2-oxo-1,2-dihydropyridin-3-yl)methyl)-3-methyl-6-(6-(piperazin-1-yl)pyridin-3-yl)-1H-indole-4-carboxamide). RXN SMILES: Br[C:2]1[CH:3]=[C:4]([C:16]([NH:18][CH2:19][C:20]2[C:21](=[O:28])[NH:22][C:23]([CH3:27])=[CH:24][C:25]=2[CH3:26])=[O:17])[C:5]2[C:6]([CH3:15])=[CH:7][N:8]([CH:11]([CH2:13][CH3:14])[CH3:12])[C:9]=2[CH:10]=1.CC1(C)C(C)(C)OB([C:37]2[CH:38]=[CH:39][C:40]([N:43]3[CH2:48][CH2:47][NH:46][CH2:45][CH2:44]3)=[N:41][CH:42]=2)O1.P([O-])([O-])([O-])=O.[K+].[K+].[K+].O1CCOCC1>C1C=CC(P(C2C=CC=CC=2)[C-]2C=CC=C2)=CC=1.C1C=CC(P(C2C=CC=CC=2)[C-]2C=CC=C2)=CC=1.Cl[Pd]Cl.[Fe+2].C(Cl)Cl.CCOC(C)=O.O>[CH:11]([N:8]1[C:9]2[CH:10]=[C:2]([C:37]3[CH:42]=[N:41][C:40]([N:43]4[CH2:44][CH2:45][NH:46][CH2:47][CH2:48]4)=[CH:39][CH:38]=3)[CH:3]=[C:4]([C:16]([NH:18][CH2:19][C:20]3[C:21](=[O:28])[NH:22][C:23]([CH3:27])=[CH:24][C:25]=3[CH3:26])=[O:17])[C:5]=2[C:6]([CH3:15])=[CH:7]1)([CH2:13][CH3:14])[CH3:12] |f:2.3.4.5,7.8.9.10.11|. Procedure details: Added sequentially to a reaction vial were 6-bromo-1-(sec-butyl)-N-((4,6-dimethyl-2-oxo-1,2-dihydropyridin-3-yl)methyl)-3-methyl-1H-indole-4-carboxamide (0.15 g, 0.338 mmol), 1-(5-(4,4,5,5-tetramethyl-1,3,2-dioxaborolan-2-yl)pyridin-2-yl)piperazine (0.127 g, 0.439 mmol), and potassium phosphate (tribasic) (0.287 g, 1.350 mmol), followed by 1,4-Dioxane (3 mL) and water (0.75 mL). The suspension was stirred under N2 degassing for 10 min., and then added PdCl2(dppf)-CH2Cl2 adduct (0.028 g, 0.034 mm...